From a dataset of the Open Reaction Database (ORD), a public repository of structured organic reaction records. describe an organic reaction: reactants, conditions, products, and yield The reactants are O (Water), C(C)(C)(C)OC(=O)N[C@@H](CC1=CC=C(C=C1)O)C(=O)O (N-tertiarybutoxycarbonyl-L-tyrosine), C1(CCCC1)Br (cyclopentyl bromide), [H-].[Na+] (sodium hydride). The solvent is ClCCl (dichloromethane), CN(C)C=O (DMF). Reaction conditions: time 8 hour. The product is C(C)(C)(C)OC(=O)N[C@@H](CC1=CC=C(C=C1)OC1CCCC1)C(=O)O (N-(Tertiarybutoxycarbonyl)-O-cyclopentyl-L-tyrosine). Yield: 50.5%. Reaction SMILES: [C:1]([O:5][C:6]([NH:8][C@H:9]([C:18]([OH:20])=[O:19])[CH2:10][C:11]1[CH:16]=[CH:15][C:14]([OH:17])=[CH:13][CH:12]=1)=[O:7])([CH3:4])([CH3:3])[CH3:2].[H-].[Na+].[CH:23]1(Br)[CH2:27][CH2:26][CH2:25][CH2:24]1.O>CN(C=O)C.ClCCl>[C:1]([O:5][C:6]([NH:8][C@H:9]([C:18]([OH:20])=[O:19])[CH2:10][C:11]1[CH:12]=[CH:13][C:14]([O:17][CH:23]2[CH2:27][CH2:26][CH2:25][CH2:24]2)=[CH:15][CH:16]=1)=[O:7])([CH3:4])([CH3:2])[CH3:3] |f:1.2|. Procedure details: To a cold (10°) stirred solution of N-tertiarybutoxycarbonyl-L-tyrosine (11.25 g, 40 mM) in dry DMF (150 ml) under argon was added sodium hydride (2.76 g, 80% dispersion in oil, 92 mM). After one hour at 10° cyclopentyl bromide (5.96 g, 40 mM) was added and the reaction was allowed to warm and stir to room temperature overnight. Water (200 ml) and dichloromethane (300 ml) were then added and the aqueous layer was separated. The separated aqueous layer was washed with dichloromethane, acidified w... Starting materials: C(C)(C)(C)OC(C(=O)OC)C=1C(=NC=2N(C1C=1C(=C3CCCOC3=C(C1)F)C)N=C(C2Cl)C)C (methyl 2-tert-butoxy-2-(3-chloro-7-(8-fluoro-5-methylchroman-6-yl)-2,5-dimethylpyrazolo[1,5-a]pyrimidin-6-yl)acetate), [Li+].[OH-] (LiOH). The solvent is O1CCOCC1 (dioxane). Reaction conditions: temperature 50 celsius, time 2 hour. Product: C(C)(C)(C)OC(C(=O)O)C=1C(=NC=2N(C1C=1C(=C3CCCOC3=C(C1)F)C)N=C(C2Cl)C)C (2-(tert-Butoxy)-2-(3-chloro-7-(8-fluoro-5-methylchroman-6-yl)-2,5-dimethylpyrazolo[1,5-a]pyrimidin-6-yl)acetic acid). Yield: 63.0%. As a reaction SMILES: [C:1]([O:5][CH:6]([C:11]1[C:12]([CH3:34])=[N:13][C:14]2[N:15]([N:29]=[C:30]([CH3:33])[C:31]=2[Cl:32])[C:16]=1[C:17]1[C:18]([CH3:28])=[C:19]2[C:24](=[C:25]([F:27])[CH:26]=1)[O:23][CH2:22][CH2:21][CH2:20]2)[C:7]([O:9]C)=[O:8])([CH3:4])([CH3:3])[CH3:2].[Li+].[OH-]>O1CCOCC1>[C:1]([O:5][CH:6]([C:11]1[C:12]([CH3:34])=[N:13][C:14]2[N:15]([N:29]=[C:30]([CH3:33])[C:31]=2[Cl:32])[C:16]=1[C:17]1[C:18]([CH3:28])=[C:19]2[C:24](=[C:25]([F:27])[CH:26]=1)[O:23][CH2:22][CH2:21][CH2:20]2)[C:7]([OH:9])=[O:8])([CH3:4])([CH3:3])[CH3:2] |f:1.2|. Procedure: To a solution of methyl 2-tert-butoxy-2-(3-chloro-7-(8-fluoro-5-methylchroman-6-yl)-2,5-dimethylpyrazolo[1,5-a]pyrimidin-6-yl)acetate, (5 mg, 10 umol) in dioxane (0.5 mL) was added 1.0 N LiOH aqueous solution (0.5 mL, 0.5 mmol). The reaction mixture was stirred at 50° C. for 2 h. The reaction mixture was filtered and the filtrate was purified by preparative HPLC to afford (3 mg, 60%) of the title compound. Preparative HPLC condition: Phenomenex Luna C18 30×100 mm S10, 50 to 100% B over 22 min gr...